Dataset: the Open Reaction Database (ORD), a public repository of structured organic reaction records. Task: describe an organic reaction: reactants, conditions, products, and yield The reactants are CC1=NOC(=C1C=1C=C2C(C(NC2=CC1)=O)(C1=CC=CC=C1)C)C (5-(3,5-Dimethyl-isoxazol-4-yl)-3-methyl-3-phenyl-1,3-dihydro-indol-2-one), [H-].[Na+] (NaH), CI (MeI). Solvent: C1CCOC1 (THF). Conditions: time 1.5 hour. Product: CC1=NOC(=C1C=1C=C2C(C(N(C2=CC1)C)=O)(C1=CC=CC=C1)C)C (5-(3,5-Dimethyl-isoxazol-4-yl)-1,3-dimethyl-3-phenyl-1,3-dihydro-indol-2-one). As a reaction SMILES: [CH3:1][C:2]1[C:6]([C:7]2[CH:8]=[C:9]3[C:13](=[CH:14][CH:15]=2)[NH:12][C:11](=[O:16])[C:10]3([CH3:23])[C:17]2[CH:22]=[CH:21][CH:20]=[CH:19][CH:18]=2)=[C:5]([CH3:24])[O:4][N:3]=1.[H-].[Na+].[CH3:27]I>C1COCC1>[CH3:1][C:2]1[C:6]([C:7]2[CH:8]=[C:9]3[C:13](=[CH:14][CH:15]=2)[N:12]([CH3:27])[C:11](=[O:16])[C:10]3([CH3:23])[C:17]2[CH:18]=[CH:19][CH:20]=[CH:21][CH:22]=2)=[C:5]([CH3:24])[O:4][N:3]=1 |f:1.2|. Procedure: A mixture of 5-(3,5-Dimethyl-isoxazol-4-yl)-3-methyl-3-phenyl-1,3-dihydro-indol-2-one (54 mg, 0.196 mmol) and NaH (5.5 mg, 0.203 mmol) in THF (10 mL) is stirred at room temperature for 1.5 h. MeI (48 mg, 0.338 mmol) is added to the mixture and stirred overnight. The solvent is removed in vacuo. The residue is purified by chromatography (ethyl acetate:petroleum ether=1:2) to give the desired compound. Reactants: ClC1=C(C=CC(=C1)Cl)S(=O)(=O)NC1=C2C=C(NC2=CC=C1OC1=C(C=C(C=C1)CC(=O)OC)OC)C (Methyl 2-(4-(4-(2,4-dichlorophenylsulfonamido)-2-methyl-1H-indol-5-yloxy)-3-methoxyphenyl)acetate), Cl (hydrochloric acid), [OH-].[Li+] (lithium hydroxide). Run in CO (methanol), O (water). Reaction conditions: time 1 hour. The product is ClC1=C(C=CC(=C1)Cl)S(=O)(=O)NC1=C2C=C(NC2=CC=C1OC1=C(C=C(C=C1)CC(=O)O)OC)C (2-(4-(4-(2,4-Dichlorophenylsulfonamido)-2-methyl-1H-indol-5-yloxy)-3-methoxyphenyl)acetic acid). As a reaction SMILES: [Cl:1][C:2]1[CH:7]=[C:6]([Cl:8])[CH:5]=[CH:4][C:3]=1[S:9]([NH:12][C:13]1[C:21]([O:22][C:23]2[CH:28]=[CH:27][C:26]([CH2:29][C:30]([O:32]C)=[O:31])=[CH:25][C:24]=2[O:34][CH3:35])=[CH:20][CH:19]=[C:18]2[C:14]=1[CH:15]=[C:16]([CH3:36])[NH:17]2)(=[O:11])=[O:10].[OH-].[Li+].Cl>CO.O>[Cl:1][C:2]1[CH:7]=[C:6]([Cl:8])[CH:5]=[CH:4][C:3]=1[S:9]([NH:12][C:13]1[C:21]([O:22][C:23]2[CH:28]=[CH:27][C:26]([CH2:29][C:30]([OH:32])=[O:31])=[CH:25][C:24]=2[O:34][CH3:35])=[CH:20][CH:19]=[C:18]2[C:14]=1[CH:15]=[C:16]([CH3:36])[NH:17]2)(=[O:11])=[O:10] |f:1.2|. Reported procedure: To a room temperature solution of 1.4 (1.00 g, 1.82 mmol) dissolved in a mixture of methanol (5 mL) and water (5 mL) was added lithium hydroxide (190 mg, 7.90 mmol). The reaction mixture was stirred at room temperature for 1 h then poured into aqueous 1N hydrochloric acid solution. The aqueous mixture was extracted twice with ethyl acetate. The combined organic extracts were washed twice with water then brine, stirred over magnesium sulfate, filtered and the filtrate concentrated in vacuo on a r...